The task is: describe an organic reaction: reactants, conditions, products, and yield. This data is from the Open Reaction Database (ORD), a public repository of structured organic reaction records. The reactants are NO (hydroxylamine), C1(CCCCC1)=O (cyclohexanone), O=C1C(CCCC1)CC1C(CCCC1)=O (di-(2-oxo-cyclohex-1-yl)-methane). Yields the product C1CCCC2NC3CC=CC=C3C=C12 (octahydroacridine), oil. As a reaction SMILES: C1(=O)CCCCC1.O=[C:9]1[CH2:14][CH2:13][CH2:12][CH2:11][CH:10]1[CH2:15][CH:16]1[CH2:21][CH2:20][CH2:19][CH2:18][C:17]1=O.[NH2:23]O>>[CH2:21]1[C:16]2[CH:17]([NH:23][CH:9]3[C:10]([CH:15]=2)=[CH:11][CH:12]=[CH:13][CH2:14]3)[CH2:18][CH2:19][CH2:20]1. Reported procedure: Sym. octahydroacridine was prepared by converting cyclohexanone to di-(2-oxo-cyclohex-1-yl)-methane and further reacting with hydroxylamine according to the method of Gill et al (JACS 1952, 74, 4923) and was isolated as a colourless oil b.p. 110°-15°/0.5 mm. in 40% overall yield. Reactants: NC1=NC(=NC(=C1C#N)SC)SCC (4-Amino-2-ethylsulfanyl-6-methylsulfanyl-pyrimidine-5-carbonitrile), COC(N(C)C)OC (N,N-dimethylformamide dimethyl acetal). The product is C(#N)C=1C(=NC(=NC1SC)SCC)N=CN(C)C (N′-(5-Cyano-2-ethylsulfanyl-6-methylsulfanyl-pyrimidin-4-yl)-N,N-dimethyl-formamidine). Reaction SMILES: [NH2:1][C:2]1[C:7]([C:8]#[N:9])=[C:6]([S:10][CH3:11])[N:5]=[C:4]([S:12][CH2:13][CH3:14])[N:3]=1.CO[CH:17](OC)[N:18]([CH3:20])[CH3:19]>>[C:8]([C:7]1[C:2]([N:1]=[CH:17][N:18]([CH3:20])[CH3:19])=[N:3][C:4]([S:12][CH2:13][CH3:14])=[N:5][C:6]=1[S:10][CH3:11])#[N:9]. Procedure details: The title compound was prepared from the reaction of 4-Amino-2-ethylsulfanyl-6-methylsulfanyl-pyrimidine-5-carbonitrile with N,N-dimethylformamide dimethyl acetal using the procedure from Example 156B to provide the title compound.